Dataset: the Open Reaction Database (ORD), a public repository of structured organic reaction records. Task: describe an organic reaction: reactants, conditions, products, and yield The reactants are C1CCOC1, CC#CCOc1ccc(S(=O)(=O)N(C)C2(C(=O)OC)CCCCC2)cc1, CO, [Na+], [OH-]. The product is CC#CCOc1ccc(S(=O)(=O)N(C)C2(C(=O)O)CCCCC2)cc1. RXN SMILES: [CH2:29]1[O:30][CH2:31][CH2:32][CH2:33]1.[CH3:1][O:2][C:3](=[O:4])[C:5]1([N:11]([CH3:12])[S:13](=[O:14])(=[O:15])[c:16]2[cH:17][cH:18][c:19]([O:22][CH2:23][C:24]#[C:25][CH3:26])[cH:20][cH:21]2)[CH2:6][CH2:7][CH2:8][CH2:9][CH2:10]1.[CH3:27][OH:28].[Na+:35].[OH-:34]>>[O:2]=[C:3]([OH:4])[C:5]1([N:11]([CH3:12])[S:13](=[O:14])(=[O:15])[c:16]2[cH:17][cH:18][c:19]([O:22][CH2:23][C:24]#[C:25][CH3:26])[cH:20][cH:21]2)[CH2:6][CH2:7][CH2:8][CH2:9][CH2:10]1. Starting materials: BrC=1C(=C2C=NN(C2=CC1)C(C)=O)CC (1-(5-bromo-4-ethyl-1H-indazol-1-yl)ethan-1-one). As a reaction SMILES: [Br:1][C:2]1[C:3]([CH2:14][CH3:15])=[C:4]2[C:8](=[CH:9][CH:10]=1)[N:7](C(=O)C)[N:6]=[CH:5]2>CO.Cl.C(OCC)(=O)C>[Br:1][C:2]1[C:3]([CH2:14][CH3:15])=[C:4]2[C:8](=[CH:9][CH:10]=1)[NH:7][N:6]=[CH:5]2. The solvent is CO (methanol), Cl (hydrochloric acid), C(C)(=O)OCC (ethyl acetate). Yields the product BrC=1C(=C2C=NNC2=CC1)CC (5-bromo-4-ethyl-1H-indazole). Procedure details: A mixture of 3.78 g of the compound prepared in Example 212c in 7.3 ml methanol and 26.3 ml of 37% hydrochloric acid was heated under reflux for 2 hours. This was then diluted with 400 ml ethyl acetate. The organic phase was washed three times with 50 ml portions of sodium hydrogen carbonate solution and once with 50 ml saturated sodium chloride solution, dried over sodium sulphate and concentrated in vacuo. The crude product thus obtained was purified by column chromatography on silica gel with...